This data is from the Open Reaction Database (ORD), a public repository of structured organic reaction records. The task is: describe an organic reaction: reactants, conditions, products, and yield Starting materials: ClC(C(O)C1=CC=C(C=C1)C=1OC(=NN1)CC)(Cl)Cl (2,2,2-trichloro-1-(4-(5-ethyl-1,3,4-oxadiazol-2-yl)phenyl)ethanol), [OH-].[Na+] (NaOH), O1CCOCC1 (1,4-dioxane). The solvent is CO (MeOH), CO (MeOH). Conditions: temperature 55 celsius, time 4 hour. Yields the product C(C)C1=NN=C(O1)C1=CC=C(C=C1)C(C(=O)O)OC (2-(4-(5-ethyl-1,3,4-oxadiazol-2-yl)phenyl)-2-methoxyacetic acid). The yield is 73.0%. RXN SMILES: ClC(Cl)(Cl)C([C:5]1[CH:10]=[CH:9][C:8]([C:11]2[O:12][C:13]([CH2:16][CH3:17])=[N:14][N:15]=2)=[CH:7][CH:6]=1)O.[OH-:20].[Na+].[O:22]1[CH2:27][CH2:26][O:25][CH2:24]C1>CO>[CH2:16]([C:13]1[O:12][C:11]([C:8]2[CH:7]=[CH:6][C:5]([CH:26]([O:25][CH3:24])[C:27]([OH:22])=[O:20])=[CH:10][CH:9]=2)=[N:15][N:14]=1)[CH3:17] |f:1.2|. Procedure: To a solution of 2,2,2-trichloro-1-(4-(5-ethyl-1,3,4-oxadiazol-2-yl)phenyl)ethanol (2.0 g, 6.25 mmol) in anhydr 1,4-dioxane (12.5 mL) and anhydr MeOH (15 mL) was added a solution of NaOH (1.25 g, 31.3 mmol) in anhydr MeOH (15 mL). After stirring for 4 hrs at 55° C., the mixture was cooled to room temperature and concentrated in vacuo. The residue was neutralized with saturated aqueous NH4Cl, acidified carefully with 1 M HCl and extracted with EtOAc. The combined organics were dried over Na2SO4 a... The reactants are ClC1=CC=C(C=C1)S(=O)(=O)CC#N (4-chlorophenylsulfonylacetonitrile), C([O-])([O-])=O.[K+].[K+] (potassium carbonate), N1=CC(=CC=C1)N=C=S (pyridin-3-yl isothiocyanate), CI (methyl iodide). The solvent is CC(=O)C (acetone). Run at time 4 hour. The product is ClC1=CC=C(C=C1)S(=O)(=O)C(C#N)=C(NC=1C=NC=CC1)SC (2-(4-Chlorophenylsulfonyl)-3-methylsulfanyl-3-(pyridin-3-ylamino)-2-propenenitrile). Isolated yield 17.5%. RXN SMILES: [Cl:1][C:2]1[CH:7]=[CH:6][C:5]([S:8]([CH2:11][C:12]#[N:13])(=[O:10])=[O:9])=[CH:4][CH:3]=1.C(=O)([O-])[O-].[K+].[K+].[N:20]1[CH:25]=[CH:24][CH:23]=[C:22]([N:26]=[C:27]=[S:28])[CH:21]=1.[CH3:29]I>CC(C)=O>[Cl:1][C:2]1[CH:3]=[CH:4][C:5]([S:8]([C:11](=[C:27]([S:28][CH3:29])[NH:26][C:22]2[CH:21]=[N:20][CH:25]=[CH:24][CH:23]=2)[C:12]#[N:13])(=[O:9])=[O:10])=[CH:6][CH:7]=1 |f:1.2.3|. Reported procedure: To a solution of 4-chlorophenylsulfonylacetonitrile (1.00 g, 4.6 mmol) in dry acetone (10 ml) first dry potassium carbonate (1.28 g, 9.3 mmol) and then pyridin-3-yl isothiocyanate (0.663 g, 4.9 mmol) were added. The resulting mixture was stirred at room temperature under nitrogen for 4 h, and then filtered. To the filtrate methyl iodide (0.315 ml, 5.1 mmol) was added. The mixture was stirred at room temperature for 16 h. The reaction mixture was concentrated and the residue was taken up into eth... Reactants: [Cl-].O[NH3+] (hydroxyammonium chloride), ClC=1C=C(CN2C3=C(C=C2C(=O)OC)OC(=C3)C=O)C=CC1Cl (Methyl 4-(3,4-dichlorobenzyl)-2-formylfuro[3,2-b]pyrrole-5-carboxylate), C(C)(=O)OC(C)=O (Acetic anhydride). The solvent is N1=CC=CC=C1 (pyridine). Conditions: temperature 90 celsius. The product is C(#N)C1=CC=2N(C(=CC2O1)C(=O)OC)CC1=CC(=C(C=C1)Cl)Cl (Methyl 2-cyano-4-(3,4-dichlorobenzyl)furo[3,2-b]pyrrole-5-carboxylate). The yield is 99.4%. Reaction SMILES: [Cl:1][C:2]1[CH:3]=[C:4]([CH:20]=[CH:21][C:22]=1[Cl:23])[CH2:5][N:6]1[C:10]([C:11]([O:13][CH3:14])=[O:12])=[CH:9][C:8]2[O:15][C:16]([CH:18]=O)=[CH:17][C:7]1=2.[Cl-].O[NH3+:26].C(OC(=O)C)(=O)C>N1C=CC=CC=1>[C:18]([C:16]1[O:15][C:8]2[CH:9]=[C:10]([C:11]([O:13][CH3:14])=[O:12])[N:6]([CH2:5][C:4]3[CH:20]=[CH:21][C:22]([Cl:23])=[C:2]([Cl:1])[CH:3]=3)[C:7]=2[CH:17]=1)#[N:26] |f:1.2|. Procedure: Methyl 4-(3,4-dichlorobenzyl)-2-formylfuro[3,2-b]pyrrole-5-carboxylate (0.7 g) was dissolved in pyridine (7 mL). To this was added hydroxyammonium chloride (0.23 g) and reaction heated at 90° C. for 30 min. Acetic anhydride (2.5 mL) was added dropwise and reaction heated at 90° C. for a further 2 hours. The reaction was quenched by pouring onto ice/water, and the resulting precipitate was filtered off and dried in vacuo to give a pale brown solid (0.69 g, 100%), NMR d(CDCl3) 3.85 (3H, s), 5.6 (2... Starting materials: [Si](C)(C)(C(C)(C)C)OCC=1C=C(C=CC1CO[Si](C)(C)C(C)(C)C)C=CC1=CC=C(C=C1)CCCCC(OC1OCCCC1)(C)C (2-[5-(4-{2-[3,4-bis(tert-butyldimethylsilanyloxymethyl)phenyl]vinyl}phenyl)-1,1-dimethylpentyloxy]tetrahydropyran). Reagents/catalysts: S(O)(O)(=O)=O (sulphuric acid). Run in O (water), C1CCOC1 (THF). Yields the product OCC=1C=C(C=CC1CO)C=CC1=CC=C(C=C1)CCCCC(C)(O)C (6-{4-[2-(3,4-bis-Hydroxymethylphenyl)vinyl]-phenyl}-2-methylhexan-2-ol). As a reaction SMILES: [Si]([O:8][CH2:9][C:10]1[CH:11]=[C:12]([CH:25]=[CH:26][C:27]2[CH:32]=[CH:31][C:30]([CH2:33][CH2:34][CH2:35][CH2:36][C:37]([CH3:46])([CH3:45])[O:38]C3CCCCO3)=[CH:29][CH:28]=2)[CH:13]=[CH:14][C:15]=1[CH2:16][O:17][Si](C(C)(C)C)(C)C)(C(C)(C)C)(C)C>S(=O)(=O)(O)O.C1COCC1.O>[OH:8][CH2:9][C:10]1[CH:11]=[C:12]([CH:25]=[CH:26][C:27]2[CH:28]=[CH:29][C:30]([CH2:33][CH2:34][CH2:35][CH2:36][C:37]([CH3:46])([OH:38])[CH3:45])=[CH:31][CH:32]=2)[CH:13]=[CH:14][C:15]=1[CH2:16][OH:17]. Procedure details: In a manner similar to Example 25(d), by reacting 10 drops of concentrated sulphuric acid with 265 mg (0.4 mmol) of 2-[5-(4-{2-[3,4-bis(tert-butyldimethylsilanyloxymethyl)phenyl]vinyl}phenyl)-1,1-dimethylpentyloxy]tetrahydropyran in 5 ml of THF and 5 ml of water, white crystals (m=73 mg; Y=51%) are obtained. m.p.=102-4° C. Starting materials: C(C)OC=CC(=O)Cl (3-ethoxyacryloyl chloride), ClC1=C(N)C(=CC=C1)C (2-chloro-6-methylaniline), NC=1SC(=CN1)C(=O)NC1=C(C=CC=C1C)Cl (2-amino-N-(2-chloro-6-methylphenyl)-1,3-thiazole-5-carboxamide), NC=1SC(=CN1)C(=O)NC1=C(C=CC=C1C)Cl (2-amino-N-(2-chloro-6-methylphenyl)-1,3-thiazole-5-carboxamide), Cl (hydrochloric acid). The solvent is O1CCCC1 (tetrahydrofuran), N1=CC=CC=C1 (pyridine), O (water). Reaction conditions: temperature 20 celsius, time 2 hour. Yields the product ClC1=C(C(=CC=C1)C)NC(\C=C\OCC)=O ((E)-N-(2-chloro-6-methylphenyl)-3-ethoxyacrylamide). Reaction SMILES: NC1S[C:4]([C:7]([NH:9][C:10]2[C:15]([CH3:16])=[CH:14][CH:13]=[CH:12][C:11]=2[Cl:17])=[O:8])=[CH:5]N=1.[CH2:18]([O:20]C=CC(Cl)=O)[CH3:19].ClC1C=CC=C(C)C=1N.Cl>O1CCCC1.O.N1C=CC=CC=1>[Cl:17][C:11]1[CH:12]=[CH:13][CH:14]=[C:15]([CH3:16])[C:10]=1[NH:9][C:7](=[O:8])/[CH:4]=[CH:5]/[O:20][CH2:18][CH3:19]. Procedure: PCT Publication No. WO 2005/077945 provides a process for the preparation of 2-amino-N-(2-chloro-6-methylphenyl)-1,3-thiazole-5-carboxamide (Formula 1c) which involves adding 3-ethoxyacryloyl chloride to a cold stirring solution of 2-chloro-6-methylaniline and pyridine in tetrahydrofuran at a temperature of 0° C. to 5° C. The mixture thus obtained was then warmed, stirred for 2 hours at 20° C., and hydrochloric acid was added at 0° C. to 10° C. The mixture was diluted with water and the resultin... Procedure details: 765 g of 1-aminomethyl-5-amino-1,3,3-trimethyl cyclohexane and 708 g of hydrazodicarbonamide are stirred in 1 liter of N-methyl pyrrolidone for 4 hours at 175° C., for 5 hours at 200° C. and for 15 hours at 220° C. The solvent is then distilled off in vacuo and the residue is dried in vacuo, giving 1473 g (97% of the theoretical) of 1-(3,5-dioxo-1,2,4-triazolidin-4-yl-methyl)-1,3,3-trimethyl-5-(3,5-dioxo-1,2,4-triazolidin-4-yl)-cyclohexane in the form of colourless crystals melting at 213 C. (de... Solvent: CN1C(CCC1)=O (N-methyl pyrrolidone). As a reaction SMILES: [NH2:1][CH2:2][C:3]1([CH3:12])[CH2:8][CH:7]([NH2:9])[CH2:6][C:5]([CH3:11])([CH3:10])[CH2:4]1.[C:13]([NH:16][NH:17][C:18](N)=[O:19])(N)=[O:14]>CN1CCCC1=O>[O:14]=[C:13]1[N:1]([CH2:2][C:3]2([CH3:12])[CH2:8][CH:7]([N:9]3[C:18](=[O:19])[NH:17][NH:16][C:13]3=[O:14])[CH2:6][C:5]([CH3:11])([CH3:10])[CH2:4]2)[C:18](=[O:19])[NH:17][NH:16]1. The reactants are NCC1(CC(CC(C1)N)(C)C)C (1-aminomethyl-5-amino-1,3,3-trimethyl cyclohexane), C(=O)(N)NNC(=O)N (hydrazodicarbonamide). The product is O=C1NNC(N1CC1(CC(CC(C1)N1C(NNC1=O)=O)(C)C)C)=O (1-(3,5-dioxo-1,2,4-triazolidin-4-yl-methyl)-1,3,3-trimethyl-5-(3,5-dioxo-1,2,4-triazolidin-4-yl)-cyclohexane). Reactants: [OH-].[Na+] (sodium hydroxide), OC(CC(=O)O)(CCC)CCC1=CC=CC=C1 (3-hydroxy-3-(2′-phenylethyl)hexanoic acid). The solvent is polyethylene glycol 1000 dimethyl ether. Run at temperature 80 celsius, time 2 hour. Product: C1(=CC=CC=C1)CCC(CCC)=O (1-phenylhexan-3-one). RXN SMILES: [OH-].[Na+].[OH:3][C:4]([CH2:12][CH2:13][C:14]1[CH:19]=[CH:18][CH:17]=[CH:16][CH:15]=1)([CH2:9][CH2:10][CH3:11])CC(O)=O>>[C:14]1([CH2:13][CH2:12][C:4](=[O:3])[CH2:9][CH2:10][CH3:11])[CH:19]=[CH:18][CH:17]=[CH:16][CH:15]=1 |f:0.1|. Reported procedure: 8.5 g of sodium hydroxide prills (213 mmol) in 100 ml of polyethylene glycol 1000 dimethyl ether (m.p.: 42° C.) were initially introduced at room temperature into a 3-necked flask having a dropping funnel, internal thermometer and stirrer. After 25 g of 3-hydroxy-3-(2′-phenylethyl)hexanoic acid (106 mmol), prepared according to K. S. Fors, J. R. Gage, R. F. Heier, R. C. Kelly, W. R. Perrault and N. Wicnienski, J. ORG. CHEM. 63, 7348 (1998), had been added, the mixture was heated to 80° C. for 10... Starting materials: COc1ccccc1C1(Cl)C(=O)Nc2ccc(Cl)cc21, O=C([O-])C(F)(F)F, CN(C)C(=O)C1NCCC1O. Product: COc1ccccc1C1(N2CCC(O)C2C(=O)N(C)C)C(=O)Nc2ccc(Cl)cc21. Reaction SMILES: [Cl:1][C:2]1([c:13]2[c:14]([O:19][CH3:20])[cH:15][cH:16][cH:17][cH:18]2)[C:3](=[O:12])[NH:4][c:5]2[cH:6][cH:7][c:8]([Cl:11])[cH:9][c:10]21.[O-:32][C:33]([C:34]([F:35])([F:36])[F:37])=[O:38].[OH:21][CH:22]1[CH:23]([C:27](=[O:28])[N:29]([CH3:30])[CH3:31])[NH:24][CH2:25][CH2:26]1>>[C:2]1([c:13]2[c:14]([O:19][CH3:20])[cH:15][cH:16][cH:17][cH:18]2)([N:24]2[CH:23]([C:27](=[O:28])[N:29]([CH3:30])[CH3:31])[CH:22]([OH:21])[CH2:26][CH2:25]2)[C:3](=[O:12])[NH:4][c:5]2[cH:6][cH:7][c:8]([Cl:11])[cH:9][c:10]21. The reactants are CC(C)(Cc1ccccc1)C(=O)CC=O, O=S(Cl)Cl, c1ccccc1. The product is CC(C)(Cc1ccccc1)C(=O)C=CCl. RXN SMILES: [CH3:1][C:2]([C:3]([CH2:4][CH:5]=[O:6])=[O:7])([CH2:8][c:9]1[cH:10][cH:11][cH:12][cH:13][cH:14]1)[CH3:15].[S:16]([Cl:17])([Cl:18])=[O:19].[cH:20]1[cH:21][cH:22][cH:23][cH:24][cH:25]1>>[CH3:1][C:2]([C:3]([CH:4]=[CH:5][Cl:18])=[O:7])([CH2:8][c:9]1[cH:10][cH:11][cH:12][cH:13][cH:14]1)[CH3:15].